Dataset: the Open Reaction Database (ORD), a public repository of structured organic reaction records. Task: describe an organic reaction: reactants, conditions, products, and yield The reactants are CNCCCN(C)C, COc1ccc2c(Nc3c(Cl)cncc3Cl)cc(=O)[nH]c2c1OCCCCCCCl, Cl. Product: COc1ccc2c(Nc3c(Cl)cncc3Cl)cc(=O)[nH]c2c1OCCCCCCN(C)CCCN(C)C. Reaction SMILES: [CH3:31][N:32]([CH2:33][CH2:34][CH2:35][NH:36][CH3:37])[CH3:38].[Cl:1][CH2:2][CH2:3][CH2:4][CH2:5][CH2:6][CH2:7][O:8][c:9]1[c:10]([O:29][CH3:30])[cH:11][cH:12][c:13]2[c:14]([NH:20][c:21]3[c:22]([Cl:28])[cH:23][n:24][cH:25][c:26]3[Cl:27])[cH:15][c:16](=[O:19])[nH:17][c:18]12.[ClH:39]>>[CH2:2]([CH2:3][CH2:4][CH2:5][CH2:6][CH2:7][O:8][c:9]1[c:10]([O:29][CH3:30])[cH:11][cH:12][c:13]2[c:14]([NH:20][c:21]3[c:22]([Cl:28])[cH:23][n:24][cH:25][c:26]3[Cl:27])[cH:15][c:16](=[O:19])[nH:17][c:18]12)[N:36]([CH2:35][CH2:34][CH2:33][N:32]([CH3:31])[CH3:38])[CH3:37]. Starting materials: CC(=O)OCC1CCCCC1Cn1cnc2c(=O)[nH]c(N)nc21, O=C([O-])[O-], CO, [K+], [K+]. The product is Nc1nc2c(ncn2CC2CCCCC2CO)c(=O)[nH]1. RXN SMILES: [C:1](=[O:2])([CH3:3])[O:4][CH2:5][CH:6]1[CH:7]([CH2:12][n:13]2[c:14]3[n:15][c:16]([NH2:23])[nH:17][c:18](=[O:22])[c:19]3[n:20][cH:21]2)[CH2:8][CH2:9][CH2:10][CH2:11]1.[C:24](=[O:25])([O-:26])[O-:27].[CH3:30][OH:31].[K+:28].[K+:29]>>[OH:4][CH2:5][CH:6]1[CH:7]([CH2:12][n:13]2[c:14]3[n:15][c:16]([NH2:23])[nH:17][c:18](=[O:22])[c:19]3[n:20][cH:21]2)[CH2:8][CH2:9][CH2:10][CH2:11]1. Reactants: CC(=O)Nc1ccc(Br)c(NC(C)=O)c1, CC(=O)Nc1cccc(NC(C)=O)c1, CN(C)C=O, [Cu]. The product is CC(=O)Nc1ccc(-c2ccc(NC(C)=O)cc2NC(C)=O)c(NC(C)=O)c1. As a reaction SMILES: [Br:1][c:2]1[c:3]([NH:12][C:13]([CH3:14])=[O:15])[cH:4][c:5]([NH:8][C:9]([CH3:10])=[O:11])[cH:6][cH:7]1.[C:16]([CH3:17])(=[O:18])[NH:19][c:20]1[cH:21][c:22]([NH:26][C:27]([CH3:28])=[O:29])[cH:23][cH:24][cH:25]1.[CH3:30][N:31]([CH3:32])[CH:33]=[O:34].[Cu:35]>>[c:2]1(-[c:23]2[c:22]([NH:26][C:27]([CH3:28])=[O:29])[cH:21][c:20]([NH:19][C:16]([CH3:17])=[O:18])[cH:25][cH:24]2)[c:3]([NH:12][C:13]([CH3:14])=[O:15])[cH:4][c:5]([NH:8][C:9]([CH3:10])=[O:11])[cH:6][cH:7]1. Starting materials: COC=1C=CC=2C[C@@H]3[C@@]4(C=CC(C5[C@@]4(C2C1O5)CCN3C)=O)OC (7,8-Didehydro-3,14-dimethoxy-4,5-epoxy-17-methylmorphinan-6-one). Reagents/catalysts: [Pd].C (Pd charcoal). Run in CO (methanol). The product is COC=1C=CC=2C[C@@H]3[C@@]4(CCC(C5[C@@]4(C2C1O5)CCN3C)=O)OC (3,14-Dimethoxy-4,5-epoxy-17-methylmorphinan-6-one). Reaction SMILES: [CH3:1][O:2][C:3]1[CH:4]=[CH:5][C:6]2[CH2:7][C@H:8]3[N:20]([CH3:21])[CH2:19][CH2:18][C@:14]45[C:15]=2[C:16]=1[O:17][CH:13]4[C:12](=[O:22])[CH:11]=[CH:10][C@@:9]35[O:23][CH3:24]>CO.[Pd].C>[CH3:1][O:2][C:3]1[CH:4]=[CH:5][C:6]2[CH2:7][C@H:8]3[N:20]([CH3:21])[CH2:19][CH2:18][C@:14]45[C:15]=2[C:16]=1[O:17][CH:13]4[C:12](=[O:22])[CH2:11][CH2:10][C@@:9]35[O:23][CH3:24] |f:2.3|. Procedure details: 7,8-Didehydro-3,14-dimethoxy-4,5-epoxy-17-methylmorphinan-6-one (14) (5.0 g, 15.27 mmol) was hydrogenated in methanol (75 ml) over 500 mg Pd/charcoal (10%) at 3 atm. After filration through Celite the solvent was removed under reduced pressure to afford 4.92 g (98% theory) of a white solid 15, mp 140°-142° C. Recrystallization from ethanol gave 4.52 g (90% theory) of 15 as a white solid, mp 146°-146.5° C. Reactants: C(#N)N1CC(CCC1)CC(=O)C1=CC=C(C=C1)F (1-cyano-3-(4-fluorophenacyl)piperidine), C(C)(=O)O (acetic acid). Solvent: Cl (hydrochloric acid), O (water). The product is C(N)(=O)N1CC(CCC1)CC(=O)C1=CC=C(C=C1)F (1-carbamoyl-3-(4-fluorophenacyl)piperidine). As a reaction SMILES: [C:1]([N:3]1[CH2:8][CH2:7][CH2:6][CH:5]([CH2:9][C:10]([C:12]2[CH:17]=[CH:16][C:15]([F:18])=[CH:14][CH:13]=2)=[O:11])[CH2:4]1)#[N:2].C(O)(=[O:21])C>Cl.O>[C:1]([N:3]1[CH2:8][CH2:7][CH2:6][CH:5]([CH2:9][C:10]([C:12]2[CH:13]=[CH:14][C:15]([F:18])=[CH:16][CH:17]=2)=[O:11])[CH2:4]1)(=[O:21])[NH2:2]. Reported procedure: 1-Cyano-3-(4-fluorophenacyl)piperidine (Example 19), 21.5 g, was dissolved in a mixture of 150 ml of glacial acetic acid, 30 ml of concentrated aqueous hydrochloric acid, and 70 ml of water. The resulting solution, under a nitrogen atmosphere, was heated on a steam-bath for 16 hours. The reaction solution was distilled under reduced pressure, the residue was diluted with water, and the resulting solution was made alkaline with 3 N sodium hydroxide. Upon extracting the alkaline aqueous solution w...